Task: describe an organic reaction: reactants, conditions, products, and yield. Dataset: the Open Reaction Database (ORD), a public repository of structured organic reaction records Solvent: C(O)([O-])=O.[Na+] (sodium hydrogen carbonate), C(C)O (ethanol). Reported procedure: Concentrated sulphuric acid (2.2 ml) was slowly added to a suspension of 2-bromo-3,5-dichloro-4-nitroaniline (D8) (0.9 g, 3.1 mmol) in ethanol (20 ml). The resulting solution was heated to reflux and crushed sodium nitrite (478 mg, 6.9 mmol) was added in two portions. After 0.5 h at reflux, the mixture was cooled, diluted with dichloromethane (50 ml) and saturated sodium hydrogen carbonate solution (50 ml) was added. The layers were separated and the organic phase dried (Na2SO4) and concentrated... Product: BrC=1C(=C(C=C(C1)Cl)[N+](=O)[O-])Cl (3-Bromo-2,5-dichloro nitrobenzene). The yield is 80.0%. The reactants are ClCCl (dichloromethane), S(O)(O)(=O)=O (sulphuric acid), BrC1=C(N)C=C(C(=C1Cl)[N+](=O)[O-])Cl (2-Bromo-3,5-dichloro-4-nitroaniline), N(=O)[O-].[Na+] (sodium nitrite). Reaction SMILES: S(=O)(=O)(O)O.[Br:6][C:7]1[C:13]([Cl:14])=[C:12]([N+:15]([O-:17])=[O:16])[C:11](Cl)=[CH:10][C:8]=1N.N([O-])=O.[Na+].[Cl:23]CCl>C(O)C.C(=O)([O-])O.[Na+]>[Br:6][C:7]1[C:13]([Cl:14])=[C:12]([N+:15]([O-:17])=[O:16])[CH:11]=[C:10]([Cl:23])[CH:8]=1 |f:2.3,6.7|. Reactants: ClC=1C=C(C(=O)CCC(=O)O)C=CC1 (3-[3-chlorobenzoyl]propionic acid), hydroxysuccinimide ester, N1[C@H](C(=O)O)CCC1 (L-proline). Product: ClC=1C=C(C(=O)CCC(=O)N2[C@H](C(=O)O)CCC2)C=CC1 (1-[3-(3-chlorobenzoyl)propionyl]-L-proline). RXN SMILES: [Cl:1][C:2]1[CH:3]=[C:4]([CH:12]=[CH:13][CH:14]=1)[C:5]([CH2:7][CH2:8][C:9]([OH:11])=O)=[O:6].[NH:15]1[CH2:22][CH2:21][CH2:20][C@H:16]1[C:17]([OH:19])=[O:18]>>[Cl:1][C:2]1[CH:3]=[C:4]([CH:12]=[CH:13][CH:14]=1)[C:5]([CH2:7][CH2:8][C:9]([N:15]1[CH2:22][CH2:21][CH2:20][C@H:16]1[C:17]([OH:19])=[O:18])=[O:11])=[O:6]. Procedure details: The preceding compound is converted to 3-[3-chlorobenzoyl]propionic acid, hydroxysuccinimide ester as described in Example 15 and coupled with L-proline as described in Example 16 to give 1-[3-(3-chlorobenzoyl)propionyl]-L-proline. The preceding compound is reacted with bromine in acetic acid as described in Example 20 to give 1-[3-bromo-3-(3-chlorobenzoyl)propionyl]-L-proline. The preceding compound in a mixture of ethanol-water (1:1) is reacted with potassium thioacetate as in Example 21 to gi... The reactants are C(C)(C)Br (isopropyl bromide), C([O-])([O-])=O.[K+].[K+] (potassium carbonate), C(C)(C)Br (isopropyl bromide), C(C)OC(C1=CC(=C(C=C1)O)O)=O (3,4-Dihydroxy-benzoic acid ethyl ester). The solvent is CN(C)C=O (DMF). Reaction conditions: time 16 hour. Product: C(C)OC(C1=CC(=C(C=C1)OC(C)C)O)=O (3-Hydroxy-4-isopropoxy-benzoic acid ethyl ester). Reaction SMILES: [CH2:1]([O:3][C:4](=[O:13])[C:5]1[CH:10]=[CH:9][C:8]([OH:11])=[C:7]([OH:12])[CH:6]=1)[CH3:2].C(=O)([O-])[O-].[K+].[K+].[CH:20](Br)([CH3:22])[CH3:21]>CN(C=O)C>[CH2:1]([O:3][C:4](=[O:13])[C:5]1[CH:10]=[CH:9][C:8]([O:11][CH:20]([CH3:22])[CH3:21])=[C:7]([OH:12])[CH:6]=1)[CH3:2] |f:1.2.3|. Procedure details: 5 g (27.5 mmol) of 3,4-Dihydroxy-benzoic acid ethyl ester was dissolved in 110 ml of DMF and treated at 0° C. with 3.8 g (27.5 mmol) of potassium carbonate and 3.38 g (27.5 mmol) of isopropyl bromide. The solution was stirred for 16 h at RT, then a further 1.014 g (8.3 mmol) of isopropyl bromide was added. The reaction solution was heated at 50° C. for 3 h. The solvent was removed under reduced pressure, the residue was taken-up in ethyl acetate and the solution was washed three times with water... Starting materials: C[Si](C)(C)C#CC1=CC=C(C(=O)OCC)C=C1 (Ethyl 4-(trimethylsilylethynyl)benzoate), C(=O)([O-])[O-].[K+].[K+] (K2CO3). Run in CCO (EtOH). Run at time 16 hour. Product: C(C)OC(C1=CC=C(C=C1)C#C)=O (Ethyl-4-ethynylbenzoate). As a reaction SMILES: C[Si]([C:5]#[C:6][C:7]1[CH:17]=[CH:16][C:10]([C:11]([O:13][CH2:14][CH3:15])=[O:12])=[CH:9][CH:8]=1)(C)C.C([O-])([O-])=O.[K+].[K+]>CCO>[CH2:14]([O:13][C:11](=[O:12])[C:10]1[CH:16]=[CH:17][C:7]([C:6]#[CH:5])=[CH:8][CH:9]=1)[CH3:15] |f:1.2.3|. Procedure details: Silylacetylene 29-1 (9.40 g, 38 mmol) was dissolved in 100 mL EtOH, K2CO3 (0.25 g 1.8 mmol) was added and the mixture was stirred for 16 h, concentrated, and purified by flash chromatography (silica, 5% Et2O/hexane) provided 29-2 as a yellow oil. Starting materials: Cl[Si](C1=CC=CC=C1)(C)C (chlorodimethylphenylsilane), C(C1=CC=CC=C1)=O (benzaldehyde). The reagents and catalysts are [Li] (lithium). Solvent: C1CCOC1 (THF). Conditions: temperature -10 celsius, time 10 minute. Yields the product C[Si](C(O)C1=CC=CC=C1)(C1=CC=CC=C1)C (α-(Dimethylphenylsilyl)benzenemethanol). Isolated yield 79.1%. RXN SMILES: Cl[Si:2]([CH3:10])([CH3:9])[C:3]1[CH:8]=[CH:7][CH:6]=[CH:5][CH:4]=1.[CH:11](=[O:18])[C:12]1[CH:17]=[CH:16][CH:15]=[CH:14][CH:13]=1>C1COCC1.[Li]>[CH3:9][Si:2]([CH3:10])([C:3]1[CH:8]=[CH:7][CH:6]=[CH:5][CH:4]=1)[CH:11]([C:12]1[CH:17]=[CH:16][CH:15]=[CH:14][CH:13]=1)[OH:18] |^1:23|. Procedure details: A 38 cm fragment of lithium wire (3.2 mm diameter, 45 mg/cm, 1% sodium content, 0.244 mmole) was cut into 2 mm pieces with a razor blade in a glove bag that had been purged with argon. The fragments were placed in an oven-dried 250 mL round bottom flask and sealed under argon. Then 50 mL of dry THF was added and the mixture was stirred at -10° C. After 10 min. 17.3 mL (100 mmole) of chlorodimethylphenylsilane was added and the mixture was stirred at -10° C. under argon for 36-48 h, until metalla...